Dataset: the Open Reaction Database (ORD), a public repository of structured organic reaction records. Task: describe an organic reaction: reactants, conditions, products, and yield Reactants: CN1C(NC=2C1=NC=CC2N2C[C@@H](CCC2)NC(O)=O)=O ((R)-1-(3-methyl-2-oxo-2,3-dihydro-1H-imidazo[4,5-b]pyridin-7-yl)piperidin-3-yl carbamic acid), butyl ester, BrCC1=CC=C(C#N)C=C1 (4-(bromomethyl)benzonitrile). The product is C(C)(C)(C)OC(N[C@H]1CN(CCC1)C1=C2C(=NC=C1)N(C(N2CC2=CC=C(C=C2)C#N)=O)C)=O ((R)-1-[1-(4-cyanobenzyl)-3-methyl-2-oxo-2,3-dihydro-1H-imidazo[4,5-b]pyridin-7-yl]piperidin-3-yl carbamic acid tert-butyl ester). The yield is 126.1%. RXN SMILES: [CH3:1][N:2]1[C:6]2=[N:7][CH:8]=[CH:9][C:10]([N:11]3[CH2:16][CH2:15][CH2:14][C@@H:13]([NH:17][C:18](=[O:20])[OH:19])[CH2:12]3)=[C:5]2[NH:4][C:3]1=[O:21].Br[CH2:23][C:24]1[CH:31]=[CH:30][C:27]([C:28]#[N:29])=[CH:26][CH:25]=1>>[C:24]([O:20][C:18](=[O:19])[NH:17][C@@H:13]1[CH2:14][CH2:15][CH2:16][N:11]([C:10]2[CH:9]=[CH:8][N:7]=[C:6]3[N:2]([CH3:1])[C:3](=[O:21])[N:4]([CH2:23][C:24]4[CH:31]=[CH:30][C:27]([C:28]#[N:29])=[CH:26][CH:25]=4)[C:5]=23)[CH2:12]1)([CH3:31])([CH3:25])[CH3:23]. Reported procedure: The specific operation referred to the step (5) described in Example 1 for details. 347 mg (R)-1-(3-methyl-2-oxo-2,3-dihydro-1H-imidazo[4,5-b]pyridin-7-yl)piperidin-3-yl carbamic acid ter.-butyl ester (1 mmol) and 235 mg 4-(bromomethyl)benzonitrile (1.2 mmol) were charged. A column chromatography was performed to afford 350 mg titled product with a yield of 75.6%.